Task: describe an organic reaction: reactants, conditions, products, and yield. Dataset: the Open Reaction Database (ORD), a public repository of structured organic reaction records The reactants are C(#N)C1=CC=C(C=C1)C1=CC=C2C(C(N(C2=C1)CC1=CC=C(C=C1)S(=O)(=O)N(C)C)=O)(CC=1N=CN(C1)C(C1=CC=CC=C1)(C1=CC=CC=C1)C1=CC=CC=C1)CC=1N=CN(C1)C(C1=CC=CC=C1)(C1=CC=CC=C1)C1=CC=CC=C1 (4-[6-(4-Cyano-phenyl)-2-oxo-3,3-bis-(1-trityl-1H-imidazol-4-ylmethyl)-2,3-dihydro-indol-1-ylmethyl]-N,N-dimethyl-benzenesulfonamide). The solvent is C(=O)(C(F)(F)F)O (TFA), C(C)[SiH](CC)CC (triethylsilane). Reaction conditions: time 1 hour. Product: C(#N)C1=CC=C(C=C1)C1=CC=C2C(C(N(C2=C1)CC1=CC=C(C=C1)S(=O)(=O)N(C)C)=O)(CC=1N=CNC1)CC=1N=CNC1 (4-[6-(4-Cyano-phenyl)-3,3-bis-(1H-imidazol-4-ylmethyl)-2-oxo-2,3-dihydro-indol-1-ylmethyl]-N,N-dimethyl-benzenesulfonamide). Yield: 5.5%. Reaction SMILES: [C:1]([C:3]1[CH:8]=[CH:7][C:6]([C:9]2[CH:17]=[C:16]3[C:12]([C:13]([CH2:57][C:58]4[N:59]=[CH:60][N:61](C(C5C=CC=CC=5)(C5C=CC=CC=5)C5C=CC=CC=5)[CH:62]=4)([CH2:32][C:33]4[N:34]=[CH:35][N:36](C(C5C=CC=CC=5)(C5C=CC=CC=5)C5C=CC=CC=5)[CH:37]=4)[C:14](=[O:31])[N:15]3[CH2:18][C:19]3[CH:24]=[CH:23][C:22]([S:25]([N:28]([CH3:30])[CH3:29])(=[O:27])=[O:26])=[CH:21][CH:20]=3)=[CH:11][CH:10]=2)=[CH:5][CH:4]=1)#[N:2]>C(O)(C(F)(F)F)=O.C([SiH](CC)CC)C>[C:1]([C:3]1[CH:4]=[CH:5][C:6]([C:9]2[CH:17]=[C:16]3[C:12]([C:13]([CH2:32][C:33]4[N:34]=[CH:35][NH:36][CH:37]=4)([CH2:57][C:58]4[N:59]=[CH:60][NH:61][CH:62]=4)[C:14](=[O:31])[N:15]3[CH2:18][C:19]3[CH:20]=[CH:21][C:22]([S:25]([N:28]([CH3:29])[CH3:30])(=[O:26])=[O:27])=[CH:23][CH:24]=3)=[CH:11][CH:10]=2)=[CH:7][CH:8]=1)#[N:2]. Procedure details: 4-[6-(4-Cyano-phenyl)-2-oxo-3,3-bis-(1-trityl-1H-imidazol-4-ylmethyl)-2,3-dihydro-indol-1-ylmethyl]-N,N-dimethyl-benzenesulfonamide (0.3 g, 0.4 mmol) was dissolved in a solution of 4.0 ml of TFA and 500 μL of triethylsilane under an atmosphere of dry N2 and stirred for 1 hour. The heterogeneous mixture was concentrated under vacuum and partitioned between aqueous 0.1 N HCl and ethyl ether (Et2O). The water layer was washed with Et2O and then basified to pH˜9 with sodium hydroxide (NaOH). The wat...